This data is from the Open Reaction Database (ORD), a public repository of structured organic reaction records. The task is: describe an organic reaction: reactants, conditions, products, and yield Starting materials: CC1=C(C(=NO1)C1=CC=CC=C1)C(=O)NN (5-methyl-3-phenyl-isoxazole-4-carboxylic acid hydrazide), FC(OC1=CC=C(C(=O)O)C=C1)F (4-difluoromethoxy-benzoic acid). The product is FC(OC1=CC=C(C=C1)C=1OC(=NN1)C=1C(=NOC1C)C1=CC=CC=C1)F (2-(4-Difluoromethoxy-phenyl)-5-(5-methyl-3-phenyl-isoxazol-4-yl)-[1,3,4]oxadiazole). Yield: 25.0%. As a reaction SMILES: [CH3:1][C:2]1[O:6][N:5]=[C:4]([C:7]2[CH:12]=[CH:11][CH:10]=[CH:9][CH:8]=2)[C:3]=1[C:13]([NH:15][NH2:16])=[O:14].[F:17][CH:18]([F:29])[O:19][C:20]1[CH:28]=[CH:27][C:23]([C:24](O)=O)=[CH:22][CH:21]=1>>[F:17][CH:18]([F:29])[O:19][C:20]1[CH:28]=[CH:27][C:23]([C:24]2[O:14][C:13]([C:3]3[C:4]([C:7]4[CH:12]=[CH:11][CH:10]=[CH:9][CH:8]=4)=[N:5][O:6][C:2]=3[CH3:1])=[N:15][N:16]=2)=[CH:22][CH:21]=1. Procedure: As described for example 2, 5-methyl-3-phenyl-isoxazole-4-carboxylic acid hydrazide (200 mg, 0.92 mmol) was converted using 4-difluoromethoxy-benzoic acid instead of o-toluic acid to the title compound (SiO2, heptane:ethyl acetate:dichloromethane=70:10:20 to 40:40:20, 85 mg, 25%) which was obtained as a white solid. MS: m/e=369.9 [M+H]+. The reactants are COP(=O)(OC)CNC(C(=O)NCCC(=O)OC(C)(C)C)CC1=CC=C(C=C1)C1=CC=CC=C1 (t-butyl N-[2-(dimethylphosphonomethylamino)-3-(4-biphenylyl)-propionyl]-3-aminopropionate). Run in Br (HBr). Product: P(=O)(O)(O)CNC(C(=O)NCCC(=O)O)CC1=CC=C(C=C1)C1=CC=CC=C1 (N-[2-(phosphonomethylamino)-3-(4-biphenylyl)-propionyl]-3-aminopropionic acid). RXN SMILES: C[O:2][P:3]([CH2:7][NH:8][CH:9]([CH2:22][C:23]1[CH:28]=[CH:27][C:26]([C:29]2[CH:34]=[CH:33][CH:32]=[CH:31][CH:30]=2)=[CH:25][CH:24]=1)[C:10]([NH:12][CH2:13][CH2:14][C:15]([O:17]C(C)(C)C)=[O:16])=[O:11])([O:5]C)=[O:4]>Br>[P:3]([CH2:7][NH:8][CH:9]([CH2:22][C:23]1[CH:24]=[CH:25][C:26]([C:29]2[CH:34]=[CH:33][CH:32]=[CH:31][CH:30]=2)=[CH:27][CH:28]=1)[C:10]([NH:12][CH2:13][CH2:14][C:15]([OH:17])=[O:16])=[O:11])([OH:5])([OH:4])=[O:2]. Reported procedure: A solution of t-butyl N-[2-(dimethylphosphonomethylamino)-3-(4-biphenylyl)-propionyl]-3-aminopropionate (0.38 g, 0.78 mmol) in 30% HBr/glacial HOAc is stirred at room temperature for 6.5 hours. After concentration to about 1/10 volume, ether (40 mL) is added and the solid filtered. The solid is then suspended in water (3 mL), filtered off and washed with water to obtain N-[2-(phosphonomethylamino)-3-(4-biphenylyl)-propionyl]-3-aminopropionic acid, m.p. 242°-244° dec. The reactants are ClCCc1c(Cl)nc2ccnn2c1Cl, O, O=[N+]([O-])O, O=S(=O)(O)O. Yields the product O=[N+]([O-])c1cnn2c(Cl)c(CCCl)c(Cl)nc12. RXN SMILES: [Cl:10][CH2:11][CH2:12][c:13]1[c:14]([Cl:23])[n:15][c:16]2[n:17]([c:18]1[Cl:19])[n:20][cH:21][cH:22]2.[OH2:24].[OH:6][N+:7]([O-:8])=[O:9].[S:1](=[O:2])(=[O:3])([OH:4])[OH:5]>>[O-:6][N+:7](=[O:9])[c:22]1[c:16]2[n:15][c:14]([Cl:23])[c:13]([CH2:12][CH2:11][Cl:10])[c:18]([Cl:19])[n:17]2[n:20][cH:21]1. Reactants: CN(CCN)C (N,N-dimethylethylenediamine), ClC1=C(OC2CN(CC2)C(=O)Cl)C=CC=C1Cl (3-(2,3-dichlorophenoxy)-1-pyrrolidinecarbonyl chloride), ice, C([O-])([O-])=O.[K+].[K+] (potassium carbonate), O (water). The solvent is C(Cl)(Cl)Cl (chloroform). Run at time 20 hour. Product: ClC1=C(OC2CN(CC2)C(=O)NCCN(C)C)C=CC=C1Cl (3-(2,3-Dichlorophenoxy)-N-(2-dimethylaminoethyl)-1-pyrrolidinecarboxamide). As a reaction SMILES: [Cl:1][C:2]1[C:16]([Cl:17])=[CH:15][CH:14]=[CH:13][C:3]=1[O:4][CH:5]1[CH2:9][CH2:8][N:7]([C:10](Cl)=[O:11])[CH2:6]1.C(=O)([O-])[O-].[K+].[K+].[CH3:24][N:25]([CH3:29])[CH2:26][CH2:27][NH2:28].O>C(Cl)(Cl)Cl>[Cl:1][C:2]1[C:16]([Cl:17])=[CH:15][CH:14]=[CH:13][C:3]=1[O:4][CH:5]1[CH2:9][CH2:8][N:7]([C:10]([NH:28][CH2:27][CH2:26][N:25]([CH3:29])[CH3:24])=[O:11])[CH2:6]1 |f:1.2.3|. Procedure: A solution 11.8 g (0.04 mole) of 3-(2,3-dichlorophenoxy)-1-pyrrolidinecarbonyl chloride in 50 ml of chloroform was stirred at 5° C. in an ice bath while the following were added in order: 25 g of ice, 5.52 g of potassium carbonate and 3.87 g (0.044 mole) of N,N-dimethylethylenediamine. The resulting mixture was stirred for 20 hours and worked up by adding additional water followed by separation of the organic phase. The chloroform solution was dried over magnesium sulfate, filtered and concentra... Starting materials: Cl.NCC(=O)N1CCN(CC1)C(C1=C(C=CC(=C1)F)C(F)(F)F)=O (2-amino-1-[4-(5-fluoro-2-trifluoromethyl-benzoyl)-piperazin-1-yl]-ethanone hydrochloride salt), CCN(C(C)C)C(C)C (DIPEA), N1=C(C=CC=C1)N1N=NC(=C1)C(=O)O (1-Pyridin-2-yl-1H-[1,2,3]triazole-4-carboxylic acid), C=1C=CC2=C(C1)N=NN2O (HOBT), CCN=C=NCCCN(C)C (EDCI). Solvent: O (water), CN(C)C=O (DMF). Conditions: time 2 minute. Yields the product FC=1C=CC(=C(C(=O)N2CCN(CC2)C(CNC(=O)C=2N=NN(C2)C2=NC=CC=C2)=O)C1)C(F)(F)F (1-pyridin-2-yl-1H-[1,2,3]triazole-4-carboxylic acid {2-[4-(5-fluoro-2-trifluoromethyl-benzoyl)-piperazin-1-yl]-2-oxo-ethyl}-amide). Yield: 83.1%. RXN SMILES: CCN(C(C)C)C(C)C.[N:10]1[CH:15]=[CH:14][CH:13]=[CH:12][C:11]=1[N:16]1[CH:20]=[C:19]([C:21]([OH:23])=O)[N:18]=[N:17]1.C1C=CC2N(O)N=NC=2C=1.CCN=C=NCCCN(C)C.Cl.[NH2:46][CH2:47][C:48]([N:50]1[CH2:55][CH2:54][N:53]([C:56](=[O:68])[C:57]2[CH:62]=[C:61]([F:63])[CH:60]=[CH:59][C:58]=2[C:64]([F:67])([F:66])[F:65])[CH2:52][CH2:51]1)=[O:49]>CN(C=O)C.O>[F:63][C:61]1[CH:60]=[CH:59][C:58]([C:64]([F:66])([F:65])[F:67])=[C:57]([CH:62]=1)[C:56]([N:53]1[CH2:54][CH2:55][N:50]([C:48](=[O:49])[CH2:47][NH:46][C:21]([C:19]2[N:18]=[N:17][N:16]([C:11]3[CH:12]=[CH:13][CH:14]=[CH:15][N:10]=3)[CH:20]=2)=[O:23])[CH2:51][CH2:52]1)=[O:68] |f:4.5|. Procedure details: DIPEA (166 mg, 0.23 mL, 1.28 mmol) was added to a stirred solution of 1-Pyridin-2-yl-1H-[1,2,3]triazole-4-carboxylic acid (61 mg, 0.25 mmol)(prepared by the method as described above) in DMF (4 mL). HOBT (38 mg, 0.28 mmol) and EDCI (123 mg, 0.64 mmol) were then added at room temperature. After 2 minutes, 2-amino-1-[4-(5-fluoro-2-trifluoromethyl-benzoyl)-piperazin-1-yl]-ethanone hydrochloride salt (104 mg, 0.28 mmol) was added and the resulting mixture was stirred at room temperature overnight. C... The reactants are CCCCCCCCCCCCCCCCCCBr, NCCCN(CCO)CCO, OCc1ccccc1. Product: CCCCCCCCCCCCCCCCCCNCCCN(CCO)CCO. As a reaction SMILES: [CH2:1]([CH2:2][CH2:3][CH2:4][CH2:5][CH2:6][CH2:7][CH2:8][CH2:9][CH2:10][CH2:11][CH2:12][CH2:13][CH2:14][CH2:15][CH2:16][CH2:17][CH3:18])[Br:19].[NH2:20][CH2:21][CH2:22][CH2:23][N:24]([CH2:25][CH2:26][OH:27])[CH2:28][CH2:29][OH:30].[OH:31][CH2:32][c:33]1[cH:34][cH:35][cH:36][cH:37][cH:38]1>>[CH2:1]([CH2:2][CH2:3][CH2:4][CH2:5][CH2:6][CH2:7][CH2:8][CH2:9][CH2:10][CH2:11][CH2:12][CH2:13][CH2:14][CH2:15][CH2:16][CH2:17][CH3:18])[NH:20][CH2:21][CH2:22][CH2:23][N:24]([CH2:25][CH2:26][OH:27])[CH2:28][CH2:29][OH:30]. Reactants: CC1=CC=CC=2C(C3=C(CCC21)C=CC=C3)(O)CCCN(C)C (1-methyl-10,11-dihydro-5-(3-dimethylaminopropyl)-5-hydroxy-5-H-dibenzo[a,d]cycloheptene), C1=CC=CC=C1 (benzene), C(C)OC(=O)Cl (chloroformic acid ethyl ester), C1=CC=CC=C1 (benzene). The product is CC1=CC=CC=2C(C3=C(CCC21)C=CC=C3)(O)CCC(C)NC(=O)OCC (1-methyl-10,11-dihydro-5-(3-methyl-carbethoxyaminopropyl)-5-hydroxy-5H-dibenzo[a,d]cycloheptene). As a reaction SMILES: [CH3:1][C:2]1[C:12]2[CH2:11][CH2:10][C:9]3[CH:13]=[CH:14][CH:15]=[CH:16][C:8]=3[C:7]([CH2:18][CH2:19][CH2:20][N:21](C)C)([OH:17])[C:6]=2[CH:5]=[CH:4][CH:3]=1.[CH2:24]([O:26][C:27](Cl)=[O:28])[CH3:25].[CH:30]1C=CC=CC=1>>[CH3:1][C:2]1[C:12]2[CH2:11][CH2:10][C:9]3[CH:13]=[CH:14][CH:15]=[CH:16][C:8]=3[C:7]([CH2:18][CH2:19][CH:20]([NH:21][C:27]([O:26][CH2:24][CH3:25])=[O:28])[CH3:30])([OH:17])[C:6]=2[CH:5]=[CH:4][CH:3]=1. Reported procedure: A solution containing 15.5 g. of 1-methyl-10,11-dihydro-5-(3-dimethylaminopropyl)-5-hydroxy-5-H-dibenzo[a,d]cycloheptene in 180 ml. of dry benzene is added dropwise to a mixture of 16.4 g. of chloroformic acid ethyl ester and 50 ml. of dry benzene and thereafter boiled at reflux for 20 hours. After cooling, the reaction mixture is washed with three 100 ml. portions of hydrochloric acid, then with water, dried over sodium sulfate and evaporated. The 1-methyl-10,11-dihydro-5-(3-methyl-carbethoxyam...